This data is from the Open Reaction Database (ORD), a public repository of structured organic reaction records. The task is: describe an organic reaction: reactants, conditions, products, and yield Starting materials: OC[C@H]1N(CCC1)C=1C=C(C=NC1)C=1C=C2CCC(N(C2=CC1)C)=O (6-[5-((S)-2-hydroxymethyl-pyrrolidin-1-yl)-pyridin-3-yl]-1-methyl-3,4-dihydro-1H-quinolin-2-one), S(=O)(Cl)Cl (thionyl chloride). Product: ClC[C@H]1N(CCC1)C=1C=C(C=NC1)C=1C=C2CCC(N(C2=CC1)C)=O (6-[5-((S)-2-Chloromethyl-pyrrolidin-1-yl)-pyridin-3-yl]-1-methyl-3,4-dihydro-1H-quinolin-2-one). Reaction SMILES: O[CH2:2][C@@H:3]1[CH2:7][CH2:6][CH2:5][N:4]1[C:8]1[CH:9]=[C:10]([C:14]2[CH:15]=[C:16]3[C:21](=[CH:22][CH:23]=2)[N:20]([CH3:24])[C:19](=[O:25])[CH2:18][CH2:17]3)[CH:11]=[N:12][CH:13]=1.S(Cl)([Cl:28])=O>>[Cl:28][CH2:2][C@@H:3]1[CH2:7][CH2:6][CH2:5][N:4]1[C:8]1[CH:9]=[C:10]([C:14]2[CH:15]=[C:16]3[C:21](=[CH:22][CH:23]=2)[N:20]([CH3:24])[C:19](=[O:25])[CH2:18][CH2:17]3)[CH:11]=[N:12][CH:13]=1. Reported procedure: In analogy to the procedure described for the preparation of intermediate A-5 [B], 6-[5-((S)-2-hydroxymethyl-pyrrolidin-1-yl)-pyridin-3-yl]-1-methyl-3,4-dihydro-1H-quinolin-2-one (example 5) has been reacted with thionyl chloride to give the title compound as an orange oil. MS: 356.1 (M+H+). Reactants: ClCc1ccccc1, Cl, [H-], O=C1CNC(=O)N1c1cccc(I)c1, [Na+], CN(C)C=O. Product: O=C1CN(Cc2ccccc2)C(=O)N1c1cccc(I)c1. RXN SMILES: [CH2:17]([c:18]1[cH:19][cH:20][cH:21][cH:22][cH:23]1)[Cl:24].[ClH:25].[H-:15].[I:1][c:2]1[cH:3][c:4]([N:8]2[C:9](=[O:14])[NH:10][CH2:11][C:12]2=[O:13])[cH:5][cH:6][cH:7]1.[Na+:16].[O:26]=[CH:27][N:28]([CH3:29])[CH3:30]>>[I:1][c:2]1[cH:3][c:4]([N:8]2[C:9](=[O:14])[N:10]([CH2:17][c:18]3[cH:19][cH:20][cH:21][cH:22][cH:23]3)[CH2:11][C:12]2=[O:13])[cH:5][cH:6][cH:7]1. Starting materials: C1CCOC1, N#CC1CCCc2cc(S(=O)(=O)c3ccccc3)ccc21. The product is NCC1CCCc2cc(S(=O)(=O)c3ccccc3)ccc21. RXN SMILES: [O:22]1[CH2:23][CH2:24][CH2:25][CH2:26]1.[c:1]1([S:7](=[O:8])(=[O:9])[c:10]2[cH:11][c:12]3[c:17]([cH:18][cH:19]2)[CH:16]([C:20]#[N:21])[CH2:15][CH2:14][CH2:13]3)[cH:2][cH:3][cH:4][cH:5][cH:6]1>>[c:1]1([S:7](=[O:8])(=[O:9])[c:10]2[cH:11][c:12]3[c:17]([cH:18][cH:19]2)[CH:16]([CH2:20][NH2:21])[CH2:15][CH2:14][CH2:13]3)[cH:2][cH:3][cH:4][cH:5][cH:6]1. Reactants: COC(=O)C(N)C(C)C, CN1CCOCC1, O=C(Cl)Oc1ccc([N+](=O)[O-])cc1, ClCCl, Cl. Product: COC(=O)C(NC(=O)Oc1ccc([N+](=O)[O-])cc1)C(C)C. RXN SMILES: [CH3:15][O:16][C:17]([CH:18]([NH2:19])[CH:20]([CH3:21])[CH3:22])=[O:23].[CH3:24][N:25]1[CH2:26][CH2:27][O:28][CH2:29][CH2:30]1.[Cl:1][C:2](=[O:3])[O:4][c:5]1[cH:6][cH:7][c:8]([N+:11](=[O:12])[O-:13])[cH:9][cH:10]1.[Cl:31][CH2:32][Cl:33].[ClH:14]>>[C:2](=[O:3])([O:4][c:5]1[cH:6][cH:7][c:8]([N+:11](=[O:12])[O-:13])[cH:9][cH:10]1)[NH:19][CH:18]([C:17]([O:16][CH3:15])=[O:23])[CH:20]([CH3:21])[CH3:22]. Reactants: C([O-])([O-])=O.[Na+].[Na+] (sodium carbonate), COC1=C(C(N(C1)C1CCNCC1)=O)C1=CC=C(C=C1)CCC(=O)OC (4-methoxy-3-[4-(2-methoxycarbonyl-ethyl)phenyl]-1-(piperid-4-yl)-3-pyrrolin-2-one), Br.C(C)SC(N)=N (S-ethylisothiourea-hydrobromide). Run in CN(C=O)C (dimethylformamide). Product: C(N)(=N)N1CCC(CC1)N1C(C(=C(C1)OC)C1=CC=C(C=C1)CCC(=O)OC)=O (1-(1-Amidinopiperid-4-yl)-4-methoxy-3-[4-(2-methoxycarbonyl-ethyl)-phenyl]-3-pyrrolin-2-one). As a reaction SMILES: [CH3:1][O:2][C:3]1[CH2:7][N:6]([CH:8]2[CH2:13][CH2:12][NH:11][CH2:10][CH2:9]2)[C:5](=[O:14])[C:4]=1[C:15]1[CH:20]=[CH:19][C:18]([CH2:21][CH2:22][C:23]([O:25][CH3:26])=[O:24])=[CH:17][CH:16]=1.Br.C(S[C:31](=[NH:33])[NH2:32])C.C(=O)([O-])[O-].[Na+].[Na+]>CN(C)C=O>[C:31]([N:11]1[CH2:10][CH2:9][CH:8]([N:6]2[CH2:7][C:3]([O:2][CH3:1])=[C:4]([C:15]3[CH:20]=[CH:19][C:18]([CH2:21][CH2:22][C:23]([O:25][CH3:26])=[O:24])=[CH:17][CH:16]=3)[C:5]2=[O:14])[CH2:13][CH2:12]1)(=[NH:32])[NH2:33] |f:1.2,3.4.5|. Procedure details: Prepared from 4-methoxy-3-[4-(2-methoxycarbonyl-ethyl)phenyl]-1-(piperid-4-yl)-3-pyrrolin-2-one and S-ethylisothiourea-hydrobromide by heating to 100° C. for 4 hours in dimethylformamide in the presence of sodium carbonate.